This data is from the Open Reaction Database (ORD), a public repository of structured organic reaction records. The task is: describe an organic reaction: reactants, conditions, products, and yield Starting materials: FC1=CC=C(C=C1)C(C(C(=O)OCC)C(C)C)(O)C1=CC=C(C=C1)F (ethyl 3,3-bis(4-fluorophenyl)-3-hydroxy-2-(1-methylethyl)propionate), C1(=CC=C(C=C1)S(=O)(=O)O)C (p-toluene sulfonic acid). The solvent is C1(=CC=CC=C1)C (toluene). Product: FC1=CC=C(C=C1)C(=C(C(=O)OCC)C(C)C)C1=CC=C(C=C1)F (Ethyl 3,3-bis(4-fluorophenyl)-2-(1-methylethyl)propenoate). Yield: 45.4%. Reaction SMILES: [F:1][C:2]1[CH:7]=[CH:6][C:5]([C:8]([C:19]2[CH:24]=[CH:23][C:22]([F:25])=[CH:21][CH:20]=2)(O)[CH:9]([CH:15]([CH3:17])[CH3:16])[C:10]([O:12][CH2:13][CH3:14])=[O:11])=[CH:4][CH:3]=1.C1(C)C=CC(S(O)(=O)=O)=CC=1>C1(C)C=CC=CC=1>[F:1][C:2]1[CH:3]=[CH:4][C:5]([C:8]([C:19]2[CH:24]=[CH:23][C:22]([F:25])=[CH:21][CH:20]=2)=[C:9]([CH:15]([CH3:17])[CH3:16])[C:10]([O:12][CH2:13][CH3:14])=[O:11])=[CH:6][CH:7]=1. Reported procedure: A mixture of ethyl 3,3-bis(4-fluorophenyl)-3-hydroxy-2-(1-methylethyl)propionate (0.35 g, 1 mmol) and p-toluene sulfonic acid (0.1 g) in 20 mL toluene was heated at reflux for 1.5 hours. The mixture was concentrated in vacuo and the residue dissolved in diethyl ether. The ether solution was washed with saturated sodium bicarbonate solution, dried with magnesium sulfate and concentrated in vacuo. The residue was crystallized from cold petroleum ether to give 0.15 g of the title compound; m.p. =51... The reactants are C(C)(C)(C)OC(=O)N1CC2CN(CC(C1)O2)CCN(S(=O)(=O)C)CCCC2=CC=C(C=C2)C#N (7-(2-{[3-(4-Cyanophenyl)propyl]methanesulfonylamino}ethyl)-9-oxa-3,7-diazabicyclo[3.3.1]nonane-3-carboxylic acid tert-butyl ester), Cl (HCl), resultant mixture. Solvent: C(C)(=O)OCC (ethyl acetate), C(C)(=O)OCC (ethyl acetate). Yields the product Cl.C(#N)C1=CC=C(C=C1)CCCN(S(=O)(=O)C)CCN1CC2CNCC(C1)O2 (N-[3-(4-Cyanophenyl)propyl]-N-[2-(9-oxa-3,7-diazabicyclo[3.3.1]non-3-yl)ethyl]methanesulfonamide, hydrochloride salt). RXN SMILES: C(OC([N:8]1[CH2:15][CH:14]2[O:16][CH:10]([CH2:11][N:12]([CH2:17][CH2:18][N:19]([CH2:24][CH2:25][CH2:26][C:27]3[CH:32]=[CH:31][C:30]([C:33]#[N:34])=[CH:29][CH:28]=3)[S:20]([CH3:23])(=[O:22])=[O:21])[CH2:13]2)[CH2:9]1)=O)(C)(C)C.[ClH:35]>C(OCC)(=O)C>[ClH:35].[C:33]([C:30]1[CH:31]=[CH:32][C:27]([CH2:26][CH2:25][CH2:24][N:19]([CH2:18][CH2:17][N:12]2[CH2:13][CH:14]3[O:16][CH:10]([CH2:9][NH:8][CH2:15]3)[CH2:11]2)[S:20]([CH3:23])(=[O:22])=[O:21])=[CH:28][CH:29]=1)#[N:34] |f:3.4|. Procedure details: 7-(2-{[3-(4-cyanophenyl)propyl]methanesulfonylamino}ethyl)-9-oxa-3,7-di-azabicyclo[3.3.1]nonane-3-carboxylic acid tert-butyl ester (3.8 g, 0.0095 mol; see step (i) above) was added to a saturated solution of HCl(g) in ethyl acetate (50 mL) and the resultant mixture was then stirred overnight. On completion of the reaction (as determined by TLC), ethyl acetate was decanted and the product was dried under high vacuum to give the title compound. Yield: 1.5 g (54%). The reactants are [H-].[Na+] (sodium hydride), CC1=CN=CC(=N1)C1=CC2=C(C=N1)C=NN2 (6-(6-methylpyrazin-2-yl)-1H-pyrazolo[4,3-c]pyridine), FC1=NC(=CC=C1C(F)(F)F)F (2,6-difluoro-3-(trifluoromethyl)pyridine). Run in CN(C=O)C (Dimethylformamide). Reaction conditions: time 10 minute. The product is FC1=C(C=CC(=N1)N1N=CC=2C=NC(=CC21)C2=NC(=CN=C2)C)C(F)(F)F (1-[6-fluoro-5-(trifluoromethyl)-2-pyridyl]-6-(6-methylpyrazin-2-yl)pyrazolo[4,3-c]pyridine). RXN SMILES: [CH3:1][C:2]1[N:7]=[C:6]([C:8]2[N:13]=[CH:12][C:11]3[CH:14]=[N:15][NH:16][C:10]=3[CH:9]=2)[CH:5]=[N:4][CH:3]=1.[H-].[Na+].[F:19][C:20]1[C:25]([C:26]([F:29])([F:28])[F:27])=[CH:24][CH:23]=[C:22](F)[N:21]=1>CN(C)C=O>[F:19][C:20]1[N:21]=[C:22]([N:16]2[C:10]3[CH:9]=[C:8]([C:6]4[CH:5]=[N:4][CH:3]=[C:2]([CH3:1])[N:7]=4)[N:13]=[CH:12][C:11]=3[CH:14]=[N:15]2)[CH:23]=[CH:24][C:25]=1[C:26]([F:29])([F:27])[F:28] |f:1.2|. Procedure details: To a mixture of 6-(6-methylpyrazin-2-yl)-1H-pyrazolo[4,3-c]pyridine (1.008 mmol; 213.0 mg) in Dimethylformamide (10 mL) at 0° C. was added sodium hydride (60% in mineral oil; 1.210 mmol; 48.40 mg). The resulting mixture was stirred for 10 min. 2,6-difluoro-3-(trifluoromethyl)pyridine (1.008 mmol; 184.6 mg) was then added. The reaction was stirred and allowed to warm to room temperature and stirred for 4 hours. The mixture was quenched with water, and extracted with EtOAc. The organic layer was w... The product is C(C)(C)(C)OC(=O)N[C@H]1COC2=C(N(C1=O)CC(=O)OCC1=CC=CC=C1)C=CC=C2 (benzyl 3(S)-tert-butoxycarbonylamino-4-oxo-2,3,4,5-tetrahydro-1,5-benzoxazepine-5-acetate). Procedure details: In 150 ml of N,N-dimethylformamide is dissolved 12.3 g of 3(S)-tert-butoxycarbonylamino-2,3,4,5-tetrahydro-1,5-benzoxazepine-4-one, and 8.7 g of benzyl chloroacetate, 8.7 g of anhydrous potassium carbonate and 1 g of potassium iodide are added to the solution. After stirring for 15 hours, the mixture is poured in ice-cooled water. The deposited material is collected by filtration, washed with water and recrystallized from ethyl acetate-hexane to give 11.7 g of benzyl 3(S)-tert-butoxycarbonylamin... The yield is 62.1%. Reactants: C(C)(C)(C)OC(=O)N[C@H]1COC2=C(NC1=O)C=CC=C2 (3(S)-tert-butoxycarbonylamino-2,3,4,5-tetrahydro-1,5-benzoxazepine-4-one), ClCC(=O)OCC1=CC=CC=C1 (benzyl chloroacetate), C([O-])([O-])=O.[K+].[K+] (potassium carbonate), [I-].[K+] (potassium iodide). Reaction conditions: time 15 hour. As a reaction SMILES: [C:1]([O:5][C:6]([NH:8][C@@H:9]1[C:15](=[O:16])[NH:14][C:13]2[CH:17]=[CH:18][CH:19]=[CH:20][C:12]=2[O:11][CH2:10]1)=[O:7])([CH3:4])([CH3:3])[CH3:2].Cl[CH2:22][C:23]([O:25][CH2:26][C:27]1[CH:32]=[CH:31][CH:30]=[CH:29][CH:28]=1)=[O:24].C(=O)([O-])[O-].[K+].[K+].[I-].[K+]>CN(C)C=O.O>[C:1]([O:5][C:6]([NH:8][C@@H:9]1[C:15](=[O:16])[N:14]([CH2:22][C:23]([O:25][CH2:26][C:27]2[CH:32]=[CH:31][CH:30]=[CH:29][CH:28]=2)=[O:24])[C:13]2[CH:17]=[CH:18][CH:19]=[CH:20][C:12]=2[O:11][CH2:10]1)=[O:7])([CH3:4])([CH3:2])[CH3:3] |f:2.3.4,5.6|. Run in O (water), CN(C=O)C (N,N-dimethylformamide).